Dataset: the Open Reaction Database (ORD), a public repository of structured organic reaction records. Task: describe an organic reaction: reactants, conditions, products, and yield Reactants: CNC([C@@H](NC(=O)OC(C)(C)C)CC1=CC=C(C=C1)OCCC)=O (N-Tertiary butyloxycarbonyl-O-propyl-L-tyrosine N-methyl amide), FC(C(=O)O)(F)F (trifluoroacetic acid), ClCCl (dichloromethane). Yields the product Cl.CNC([C@@H](N)CC1=CC=C(C=C1)OCCC)=O (O-propyl-L-tyrosine-N-methyl amide hydrochloride). Reaction SMILES: [CH3:1][NH:2][C:3](=[O:24])[C@H:4]([CH2:13][C:14]1[CH:19]=[CH:18][C:17]([O:20][CH2:21][CH2:22][CH3:23])=[CH:16][CH:15]=1)[NH:5]C(OC(C)(C)C)=O.FC(F)(F)C(O)=O.[Cl:32]CCl>>[ClH:32].[CH3:1][NH:2][C:3](=[O:24])[C@H:4]([CH2:13][C:14]1[CH:15]=[CH:16][C:17]([O:20][CH2:21][CH2:22][CH3:23])=[CH:18][CH:19]=1)[NH2:5] |f:3.4|. Procedure details: N-Tertiary butyloxycarbonyl-O-propyl-L-tyrosine N-methyl amide (370 mg, 1.1 mM) in dichloromethane (8 ml) was treated with trifluoroacetic acid (2 ml) at 20° C. for 2 h. The solvent was removed in vacuo and the residue redissolved in ether saturated with hydrogen chloride and this procedure repeated twice more to afford O-propyl-L-tyrosine-N-methyl amide hydrochloride (1.1 mM) which was used directly in the next step. N-(3-N-(Benzyloxycarbonyl)amino-1-(R)-methoxycarbonylpropyl)-L-leucine hydroch... Starting materials: CN1C(N(C(C=2C1=CN(C2C=2C=C(C#N)C=CC2)CCSC(C2=CC=CC=C2)(C2=CC=CC=C2)C2=CC=CC=C2)=O)C)=O (3-(1,3-dimethyl-2,4-dioxo-6-(2-(tritylthio)ethyl)-2,3,4,6-tetrahydro-1H-pyrrolo[3,4-d]pyrimidin-5-yl)benzonitrile), BrC=1C=C(C#N)C=C(C1)Cl (3-bromo-5-chlorobenzonitrile). Product: ClC=1C=C(C#N)C=C(C1)C=1N(C=C2N(C(N(C(C21)=O)C)=O)C)CCSC(C2=CC=CC=C2)(C2=CC=CC=C2)C2=CC=CC=C2 (3-Chloro-5-(1,3-dimethyl-2,4-dioxo-6-(2-(tritylthio)ethyl)-2,3,4,6-tetrahydro-1H-pyrrolo[3,4-d]pyrimidin-5-yl)benzonitrile). RXN SMILES: [CH3:1][N:2]1[C:7]2=[CH:8][N:9]([CH2:19][CH2:20][S:21][C:22]([C:35]3[CH:40]=[CH:39][CH:38]=[CH:37][CH:36]=3)([C:29]3[CH:34]=[CH:33][CH:32]=[CH:31][CH:30]=3)[C:23]3[CH:28]=[CH:27][CH:26]=[CH:25][CH:24]=3)[C:10]([C:11]3[CH:12]=[C:13]([CH:16]=[CH:17][CH:18]=3)[C:14]#[N:15])=[C:6]2[C:5](=[O:41])[N:4]([CH3:42])[C:3]1=[O:43].BrC1C=C(C=C([Cl:53])C=1)C#N>>[Cl:53][C:17]1[CH:16]=[C:13]([CH:12]=[C:11]([C:10]2[N:9]([CH2:19][CH2:20][S:21][C:22]([C:23]3[CH:28]=[CH:27][CH:26]=[CH:25][CH:24]=3)([C:29]3[CH:30]=[CH:31][CH:32]=[CH:33][CH:34]=3)[C:35]3[CH:40]=[CH:39][CH:38]=[CH:37][CH:36]=3)[CH:8]=[C:7]3[C:6]=2[C:5](=[O:41])[N:4]([CH3:42])[C:3](=[O:43])[N:2]3[CH3:1])[CH:18]=1)[C:14]#[N:15]. Procedure details: The title compound was prepared analogously to 3-(1,3-dimethyl-2,4-dioxo-6-(2-(tritylthio)ethyl)-2,3,4,6-tetrahydro-1H-pyrrolo[3,4-d]pyrimidin-5-yl)benzonitrile (Intermediate GA step 1) by replacing bromobenzonitrile with 3-bromo-5-chlorobenzonitrile; Starting materials: CCN(C(C)C)C(C)C (DIEA), CS(=O)(=O)Cl (methanesulfonyl chloride), C1(=CC=CC=C1)[C@@H]1OCC[C@@H](C1)O (cis-2-phenyltetrahydro-2H-pyran-4-ol). Run in C(Cl)Cl (DCM), C(Cl)Cl (DCM). Product: CS(=O)(=O)O[C@@H]1C[C@@H](OCC1)C1=CC=CC=C1 (cis-2-phenyl-tetrahydro-2H-pyran-4-yl methanesulfonate). Isolated yield 62.6%. As a reaction SMILES: [C:1]1([C@H:7]2[CH2:12][C@@H:11]([OH:13])[CH2:10][CH2:9][O:8]2)[CH:6]=[CH:5][CH:4]=[CH:3][CH:2]=1.CCN(C(C)C)C(C)C.[CH3:23][S:24](Cl)(=[O:26])=[O:25]>C(Cl)Cl>[CH3:23][S:24]([O:13][C@H:11]1[CH2:10][CH2:9][O:8][C@@H:7]([C:1]2[CH:2]=[CH:3][CH:4]=[CH:5][CH:6]=2)[CH2:12]1)(=[O:26])=[O:25]. Procedure: A solution of cis-2-phenyltetrahydro-2H-pyran-4-ol (1 g) in DCM (20 mL) was cooled in an ice-salt water bath and treated with DIEA (2.2 g) and methanesulfonyl chloride (0.7 g) for 2 hours. The mixture was diluted with DCM (50 mL) and washed with water and brine. The organic layer was dried and concentrated. Preparative TLC provided 0.9 g of cis-2-phenyl-tetrahydro-2H-pyran-4-yl methanesulfonate. Starting materials: resultant mixture, ClC=1C=C2OCCN3C=C(N=C3C2=CN1)I (12-chloro-4-iodo-9-oxa-3,6,13-triazatricyclo[8.4.0.02,6]tetradeca-1(14),2,4,10,12-pentaene), C(C)(N)=N (acetimidamide), CC1(C2=C(C(=CC=C2)P(C3=CC=CC=C3)C4=CC=CC=C4)OC5=C(C=CC=C51)P(C6=CC=CC=C6)C7=CC=CC=C7)C (Xantphos), COC(CNN)C ((2-methoxypropyl)hydrazine). The reagents and catalysts are CC(=O)[O-].CC(=O)[O-].[Pd+2] (Pd(OAc)2). Run in CN(C)C=O (DMF), C(C)(=O)O (Acetic acid). Reaction conditions: temperature 40 celsius, time 3 hour. The product is ClC=1C=C2OCCN3C=C(N=C3C2=CN1)C1=NC(=NN1C(C)C)C (12-chloro-4-[3-methyl-1-(propan-2-yl)-1H-1,2,4-triazol-5-yl]-9-oxa-3,6,13-triazatricyclo[8.4.0.02,6]tetra-deca1(14),2,4,10,12-pentaene). Isolated yield 338.4%. RXN SMILES: [Cl:1][C:2]1[CH:3]=[C:4]2[C:13](=[CH:14][N:15]=1)[C:12]1[N:8]([CH:9]=[C:10](I)[N:11]=1)[CH2:7][CH2:6][O:5]2.[C:17](=[NH:20])([NH2:19])[CH3:18].[CH3:21][C:22]1([CH3:62])C2C(=C(P(C3C=CC=CC=3)C3C=CC=CC=3)C=CC=2)OC2C(P(C3C=CC=CC=3)C3C=CC=CC=3)=CC=CC1=2.COC(C)[CH2:66][NH:67]N>CN(C=O)C.CC([O-])=O.CC([O-])=O.[Pd+2].C(O)(=O)C>[Cl:1][C:2]1[CH:3]=[C:4]2[C:13](=[CH:14][N:15]=1)[C:12]1[N:8]([CH:9]=[C:10]([C:66]3[N:67]([CH:22]([CH3:62])[CH3:21])[N:19]=[C:17]([CH3:18])[N:20]=3)[N:11]=1)[CH2:7][CH2:6][O:5]2 |f:5.6.7|. Reported procedure: To a solution of 12-chloro-4-iodo-9-oxa-3,6,13-triazatricyclo[8.4.0.02,6]tetradeca-1(14),2,4,10,12-pentaene (2.0 g, 5.8 mmol) in dry DMF (20 mL) was added hydrochloric acetimidamide (595 mg, 6.30 mmol), Pd(OAc)2 (130 mg, 0.580 mmol), and Xantphos (695 mg, 1.2 mmol). The mixture was stirred at 40° C. for 3 h under carbon monoxide atmosphere. LCMS indicated complete conversion. Acetic acid (40 mL) and hydrochloric (2-methoxypropyl)hydrazine (1.3 g, 12 mmol) were added. The resultant mixture was st... As a reaction SMILES: [CH2:1]([CH3:2])[O:3][C:4]([CH2:5][O:6][c:7]1[c:8]([CH3:37])[cH:9][c:10]([S:13][c:14]2[cH:15][c:16]([O:32][CH2:33][CH:34]([CH3:35])[CH3:36])[cH:17][c:18]([C:20]#[C:21][c:22]3[cH:23][cH:24][c:25]([S:28](=[O:29])(=[O:30])[CH3:31])[cH:26][cH:27]3)[cH:19]2)[cH:11][cH:12]1)=[O:38].[CH3:42][CH2:43][OH:44].[ClH:41].[Na+:40].[OH-:39]>>[O:3]=[C:4]([CH2:5][O:6][c:7]1[c:8]([CH3:37])[cH:9][c:10]([S:13][c:14]2[cH:15][c:16]([O:32][CH2:33][CH:34]([CH3:35])[CH3:36])[cH:17][c:18]([C:20]#[C:21][c:22]3[cH:23][cH:24][c:25]([S:28](=[O:29])(=[O:30])[CH3:31])[cH:26][cH:27]3)[cH:19]2)[cH:11][cH:12]1)[OH:38]. Starting materials: CCOC(=O)COc1ccc(Sc2cc(C#Cc3ccc(S(C)(=O)=O)cc3)cc(OCC(C)C)c2)cc1C, CCO, Cl, [Na+], [OH-]. Yields the product Cc1cc(Sc2cc(C#Cc3ccc(S(C)(=O)=O)cc3)cc(OCC(C)C)c2)ccc1OCC(=O)O. Starting materials: COC(=O)C1CCC(C(=O)O)CC1, NCCc1ccccc1. The product is COC(=O)C1CCC(C(=O)NCCc2ccccc2)CC1. As a reaction SMILES: [CH3:10][O:11][C:12](=[O:13])[CH:14]1[CH2:15][CH2:16][CH:17]([C:20](=[O:21])[OH:22])[CH2:18][CH2:19]1.[c:1]1([CH2:7][CH2:8][NH2:9])[cH:2][cH:3][cH:4][cH:5][cH:6]1>>[c:1]1([CH2:7][CH2:8][NH:9][C:20]([CH:17]2[CH2:16][CH2:15][CH:14]([C:12]([O:11][CH3:10])=[O:13])[CH2:19][CH2:18]2)=[O:21])[cH:2][cH:3][cH:4][cH:5][cH:6]1. Starting materials: CCCCCCCCCCCCCCCCCCNCCCN (Duomeen O). The solvent is C1(=CC=CC=C1)C (toluene). Yields the product C(CCCCCCC\C=C/CCCCCCCC)NCCCN (N-oleyl-1,3-propylenediamine). As a reaction SMILES: [CH3:1][CH2:2][CH2:3][CH2:4][CH2:5][CH2:6][CH2:7][CH2:8][CH2:9][CH2:10][CH2:11][CH2:12][CH2:13][CH2:14][CH2:15][CH2:16][CH2:17][CH2:18][NH:19][CH2:20][CH2:21][CH2:22][NH2:23]>C1(C)C=CC=CC=1>[CH2:18]([NH:19][CH2:20][CH2:21][CH2:22][NH2:23])[CH2:17][CH2:16][CH2:15][CH2:14][CH2:13][CH2:12][CH2:11]/[CH:10]=[CH:9]\[CH2:8][CH2:7][CH2:6][CH2:5][CH2:4][CH2:3][CH2:2][CH3:1]. Procedure details: Approximately 360 g of N-oleyl-1,3-propylenediamine (commercially obtained as Armak Duomeen O) and 150 g of toluene were charged to a 2 liter reactor equipped with heater, agitator, Dean-Stark tube and condenser with provision for blanketing the vapor space with nitrogen. Slowly, over a period of about 10 minutes, approximately 52 g of 88% formic acid were added with agitation. The reaction mixture was slowly heated to about 160° C. over a period of about 5 hours until water removal by azeotropi... Reactants: ClC1=CC=C(C=C1)C=1N=CN(C1)CCCCN1C(C2=CC=CC=C2C1=O)=O (2-(4-(4-(4-chlorophenyl)-1H-imidazol-1-yl) butyl)-1H-iso indol-1,3(2H)-dione), O.NN (hydrazine hydrate). Run in C(C)O (ethanol). Product: ClC1=CC=C(C=C1)C=1N=CN(C1)CCCCN (4-(4-chlorophenyl)-1H-imidazol-1-butanamine). As a reaction SMILES: [Cl:1][C:2]1[CH:7]=[CH:6][C:5]([C:8]2[N:9]=[CH:10][N:11]([CH2:13][CH2:14][CH2:15][CH2:16][N:17]3C(=O)C4C(=CC=CC=4)C3=O)[CH:12]=2)=[CH:4][CH:3]=1.O.NN>C(O)C>[Cl:1][C:2]1[CH:3]=[CH:4][C:5]([C:8]2[N:9]=[CH:10][N:11]([CH2:13][CH2:14][CH2:15][CH2:16][NH2:17])[CH:12]=2)=[CH:6][CH:7]=1 |f:1.2|. Procedure details: Using the procedure of Stage B of Example 1, 14.2 g of product of Stage B and 3.6 ml of hydrazine hydrate in 200 ml of ethanol were reacted to obtain 12 g of crude product which was chromatographed on silica (eluant CH2Cl2 --MeOH--NH4OH 8-2-0.04) to obtain the expected product, which is used as is for the synthesis. The reactants are C(O)([O-])=O.[Na+] (sodium hydrogencarbonate), CC1=CC=NC=C1 (4-methylpyridine), C(CCC)[Li] (n-butyllithium), BrC1=CC=C(C=C1)[C@@H](CC(=O)N(C)OC)C1=C(C=CC=C1)C ((R)-3-(4-bromo-phenyl)-N-methoxy-N-methyl-3-o-tolyl-propionamide). Solvent: C(C)(=O)OCC (ethyl acetate), O1CCCC1 (tetrahydrofuran). Run at time 1 hour. Yields the product BrC1=CC=C(C=C1)[C@@H](CC(CC1=CC=NC=C1)=O)C1=C(C=CC=C1)C ((R)-4-(4-Bromo-phenyl)-1-pyridin-4-yl-4-o-tolyl-butan-2-one). Isolated yield 51.0%. As a reaction SMILES: [CH3:1][C:2]1[CH:7]=[CH:6][N:5]=[CH:4][CH:3]=1.C([Li])CCC.[Br:13][C:14]1[CH:19]=[CH:18][C:17]([C@H:20]([C:28]2[CH:33]=[CH:32][CH:31]=[CH:30][C:29]=2[CH3:34])[CH2:21][C:22](N(OC)C)=[O:23])=[CH:16][CH:15]=1.C(=O)([O-])O.[Na+]>O1CCCC1.C(OCC)(=O)C>[Br:13][C:14]1[CH:15]=[CH:16][C:17]([C@H:20]([C:28]2[CH:33]=[CH:32][CH:31]=[CH:30][C:29]=2[CH3:34])[CH2:21][C:22](=[O:23])[CH2:1][C:2]2[CH:7]=[CH:6][N:5]=[CH:4][CH:3]=2)=[CH:18][CH:19]=1 |f:3.4|. Procedure details: To a solution of 4-methylpyridine (308 mg, 3.31 mmol) in tetrahydrofuran at −78° C. was added dropwise n-butyllithium solution (1.6 M in hexane, 2.07 mL, 3.31 mmol). The reaction mixture was stirred for 1 hour at room temperature and cooled down again to −78° C. (R)-3-(4-bromo-phenyl)-N-methoxy-N-methyl-3-o-tolyl-propionamide (example 142, step 1; 400 mg, 1.1 mmol) was added and the reaction mixture was stirred at room temperature for 3 hours. A saturated solution of sodium hydrogencarbonate and... Reactants: C1(=CC=CC=C1)NCC(=O)O (N-phenyl glycine), C1(CCCCC1)N=C=S (cyclohexylisothiocyanate). Solvent: C(C)O (ethanol). Reaction conditions: temperature 100 celsius, time 8 hour. The product is C1(=CC=CC=C1)N1C(=S)N(C(=O)C1)C1CCCCC1 (1-phenyl-3-cyclohexyl-2-thiohydantoin). Yield: 40.1%. Reaction SMILES: [C:1]1([NH:7][CH2:8][C:9]([OH:11])=O)[CH:6]=[CH:5][CH:4]=[CH:3][CH:2]=1.[CH:12]1([N:18]=[C:19]=[S:20])[CH2:17][CH2:16][CH2:15][CH2:14][CH2:13]1>C(O)C>[C:1]1([N:7]2[CH2:8][C:9](=[O:11])[N:18]([CH:12]3[CH2:17][CH2:16][CH2:15][CH2:14][CH2:13]3)[C:19]2=[S:20])[CH:2]=[CH:3][CH:4]=[CH:5][CH:6]=1. Reported procedure: A mixture of N-phenyl glycine (15.1 g, 0.1M) and cyclohexylisothiocyanate (21.2 g, 0.15M) was heated at 100° C. for 8 hours and then allowed to stand at room temperature overnight. The reaction mixture was placed in about 50 ml of ethanol, collected by filtration and recrystallized from ethanol to produce 11 grams (0.047M) of the above-identified product having a melting point of 156° C.